Dataset: the Open Reaction Database (ORD), a public repository of structured organic reaction records. Task: describe an organic reaction: reactants, conditions, products, and yield The reactants are TEA, C(C1=CC=CC=C1)(=O)O[C@@H]1[C@@H]([C@@H](SC2=CC=CC=C2)O[C@H]([C@@H]1OC(C1=CC=CC=C1)=O)C)OCC1=CC=C(C=C1)OC (phenyl 6-deoxy-3,4-di-O-benzoyl-2-O-(4-methoxybenzyl)-1-thio-β-L-allopyranoside), C1=CC(=CC(=C1)Cl)C(=O)OO (mCPBA). Run in C(Cl)Cl (CH2Cl2), C(Cl)Cl (CH2Cl2), C(Cl)Cl (CH2Cl2). Conditions: temperature -20 celsius. Yields the product C(C1=CC=CC=C1)(=O)O[C@@H]1[C@@H]([C@H](O[C@H]([C@@H]1OC(C1=CC=CC=C1)=O)C)S(=O)C1=CC=CC=C1)OCC1=CC=C(C=C1)OC (1,6-dideoxy-3,4-di-O-benzoyl-2-O-(4-methoxybenzyl)-1-(phenylsulfinyl)-β-L-allopyranose). RXN SMILES: [C:1]([O:9][C@H:10]1[C@@H:22]([O:23][C:24](=[O:31])[C:25]2[CH:30]=[CH:29][CH:28]=[CH:27][CH:26]=2)[C@H:21]([CH3:32])[O:20][C@H:12]([S:13][C:14]2[CH:19]=[CH:18][CH:17]=[CH:16][CH:15]=2)[C@H:11]1[O:33][CH2:34][C:35]1[CH:40]=[CH:39][C:38]([O:41][CH3:42])=[CH:37][CH:36]=1)(=[O:8])[C:2]1[CH:7]=[CH:6][CH:5]=[CH:4][CH:3]=1.C1C=C(Cl)C=C(C(OO)=[O:51])C=1>C(Cl)Cl>[C:1]([O:9][C@H:10]1[C@@H:22]([O:23][C:24](=[O:31])[C:25]2[CH:30]=[CH:29][CH:28]=[CH:27][CH:26]=2)[C@H:21]([CH3:32])[O:20][C@H:12]([S:13]([C:14]2[CH:15]=[CH:16][CH:17]=[CH:18][CH:19]=2)=[O:51])[C@H:11]1[O:33][CH2:34][C:35]1[CH:40]=[CH:39][C:38]([O:41][CH3:42])=[CH:37][CH:36]=1)(=[O:8])[C:2]1[CH:7]=[CH:6][CH:5]=[CH:4][CH:3]=1. Reported procedure: To a solution of phenyl 6-deoxy-3,4-di-O-benzoyl-2-O-(4-methoxybenzyl)-1-thio-β-L-allopyranoside (β-13, prepared above) (400 mg, 0.7 mmol) in 10 mL of CH2Cl2 at -78° C. is added a solution of mCPBA (170 mg, 1.1 mmol) in 2 mL of CH2Cl2. The reaction mixture is allowed to warm to -20° C. and then quenched with TEA (500 μL, 3.59 mmol). The reaction mixture is diluted with 10 mL of CH2Cl2, washed with saturated NaHSO3 (10 mL), saturated NaHCO3 (10 nL), dried over Na2SO4, filtered and concentrated. T... Reactants: C(C1=CC=CC=C1)N(C1(COC1)CNC1=NC(=NC2=CC=C(C=C12)C)N1CC2=C(C(CC1)(F)F)C=CC=C2)CC2=CC=CC=C2 (N-{[3-(dibenzylamino)oxetan-3-yl]methyl}-2-(5,5-difluoro-1,3,4,5-tetrahydro-2H-2-benzazepin-2-yl)-6-methylquinazolin-4-amine). The reagents and catalysts are acid, [OH-].[OH-].[Pd+2] (palladium hydroxide on carbon). Solvent: CO (methanol). Yields the product NC1(COC1)CNC1=NC(=NC2=CC=C(C=C12)C)N1CC2=C(C(CC1)(F)F)C=CC=C2 (N-[(3-Aminooxetan-3-yl)methyl]-2-(5,5-difluoro-1,3,4,5-tetrahydro-2H-2-benzazepin-2-yl)-6-methylquinazolin-4-amine). Isolated yield 24.0%. RXN SMILES: C([N:8](CC1C=CC=CC=1)[C:9]1([CH2:13][NH:14][C:15]2[C:24]3[C:19](=[CH:20][CH:21]=[C:22]([CH3:25])[CH:23]=3)[N:18]=[C:17]([N:26]3[CH2:32][CH2:31][C:30]([F:34])([F:33])[C:29]4[CH:35]=[CH:36][CH:37]=[CH:38][C:28]=4[CH2:27]3)[N:16]=2)[CH2:12][O:11][CH2:10]1)C1C=CC=CC=1>CO.[OH-].[OH-].[Pd+2]>[NH2:8][C:9]1([CH2:13][NH:14][C:15]2[C:24]3[C:19](=[CH:20][CH:21]=[C:22]([CH3:25])[CH:23]=3)[N:18]=[C:17]([N:26]3[CH2:32][CH2:31][C:30]([F:34])([F:33])[C:29]4[CH:35]=[CH:36][CH:37]=[CH:38][C:28]=4[CH2:27]3)[N:16]=2)[CH2:10][O:11][CH2:12]1 |f:2.3.4|. Procedure: A solution of N-{[3-(dibenzylamino)oxetan-3-yl]methyl}-2-(5,5-difluoro-1,3,4,5-tetrahydro-2H-2-benzazepin-2-yl)-6-methylquinazolin-4-amine (190 mg, 0.314 mmol) and trifluororacetic acid (1 drop) in methanol was stirred in the presence of palladium hydroxide on carbon (50 mg) at room temperature under hydrogen atmosphere overnight. The resulting mixture was filtered, concentrated in vacuo. The residue was purified by preparative HPLC to afford 32 mg of the product as a white solid (yield was 24%)...